From a dataset of the Open Reaction Database (ORD), a public repository of structured organic reaction records. describe an organic reaction: reactants, conditions, products, and yield The reactants are N1=C(C=CC=C1)CC(=O)O (pyridin-2-yl-acetic acid), C(C1=CC=CC=C1)[C@H]1CN(CCN1)C1=CC(=C(C=C1)OC)OC(F)F ((S)-3-benzyl-1-(3-(difluoromethoxy)-4-methoxyphenyl)piperazine), C(C1=CC=CC=C1)[C@H]1CN(CCN1)C1=CC(=C(C=C1)OC)OC(F)F ((S)-3-benzyl-1-(3-(difluoromethoxy)-4-methoxyphenyl)piperazine). Yields the product C(C1=CC=CC=C1)[C@@H]1N(CCN(C1)C1=CC(=C(C=C1)OC)OC(F)F)C(CC1=NC=CC=C1)=O ((S)-1-(2-benzyl-4-(3-(difluoromethoxy)-4-methoxyphenyl)piperazin-1-yl)-2-(pyridin-2-yl)ethanone). As a reaction SMILES: [N:1]1[CH:6]=[CH:5][CH:4]=[CH:3][C:2]=1[CH2:7][C:8]([OH:10])=O.[CH2:11]([C@@H:18]1[NH:23][CH2:22][CH2:21][N:20]([C:24]2[CH:29]=[CH:28][C:27]([O:30][CH3:31])=[C:26]([O:32][CH:33]([F:35])[F:34])[CH:25]=2)[CH2:19]1)[C:12]1[CH:17]=[CH:16][CH:15]=[CH:14][CH:13]=1>>[CH2:11]([C@H:18]1[CH2:19][N:20]([C:24]2[CH:29]=[CH:28][C:27]([O:30][CH3:31])=[C:26]([O:32][CH:33]([F:35])[F:34])[CH:25]=2)[CH2:21][CH2:22][N:23]1[C:8](=[O:10])[CH2:7][C:2]1[CH:3]=[CH:4][CH:5]=[CH:6][N:1]=1)[C:12]1[CH:13]=[CH:14][CH:15]=[CH:16][CH:17]=1. Reported procedure: Prepared by the method outlined for Example 189 using pyridin-2-yl-acetic acid and (S)3-benzyl-1-(3-difluoromethoxy-4-methoxy-phenyl)-piperazine (Example 69, Compound 157) as starting materials. Product as an oil. LC/MS (Method B) 2.56 min, [M+1]+ 468. Potency class ND. The reactants are C1(=CC=CC=C1)O (phenol), C(#N)P(OCC)(OCC)=O (diethyl cyanophosphonate), C1(=CC=CC=C1)O (phenol), C([O-])(O)=O.[Na+] (sodium bicarbonate), N1(CCCC1)C(=O)N1CC=2N(C3=CC=CC=C13)C=NC2C(=O)O (4,5-Dihydro-5-[(pyrrolidino)carbonyl]imidazo[1,5-a]quinoxaline-3-carboxylic acid), C1(=CC=CC=C1)O (phenol), C(#N)P(OCC)(OCC)=O (diethyl cyanophosphonate). The solvent is ClCCl (dichloromethane), C(C)N(CC)CC (triethylamine). Run at time 8 hour. The product is N1(CCCC1)C(=O)N1CC=2N(C3=CC=CC=C13)C=NC2C(=O)OC2=CC=CC=C2 (Phenyl 4,5-Dihydro-5-[(pyrrolidino)carbonyl]imidazo[1,5-a]quinoxaline-3-carboxylate). RXN SMILES: [N:1]1([C:6]([N:8]2[C:17]3[C:12](=[CH:13][CH:14]=[CH:15][CH:16]=3)[N:11]3[CH:18]=[N:19][C:20]([C:21]([OH:23])=[O:22])=[C:10]3[CH2:9]2)=[O:7])[CH2:5][CH2:4][CH2:3][CH2:2]1.[C:24]1(O)[CH:29]=[CH:28][CH:27]=[CH:26][CH:25]=1.C(P(=O)(OCC)OCC)#N.C(=O)(O)[O-].[Na+]>ClCCl.C(N(CC)CC)C>[N:1]1([C:6]([N:8]2[C:17]3[C:12](=[CH:13][CH:14]=[CH:15][CH:16]=3)[N:11]3[CH:18]=[N:19][C:20]([C:21]([O:23][C:24]4[CH:29]=[CH:28][CH:27]=[CH:26][CH:25]=4)=[O:22])=[C:10]3[CH2:9]2)=[O:7])[CH2:2][CH2:3][CH2:4][CH2:5]1 |f:3.4|. Reported procedure: To a mixture of 4,5-dihydro-5-[(pyrrolidino)carbonyl]imidazo[1,5-a]quinoxaline-3-carboxylic acid (I, EXAMPLE 323, 0.543 g), 0.245 g of phenol, 0.48 ml of triethylamine, and 6 ml of dichloromethane are added 0.42 ml of diethyl cyanophosphonate. After stirring for 1 hr an additional 0.11 g of phenol are added. When the reaction had stirred another 2.5 hr an additional 0.11 g of phenol and 0.26 ml of diethyl cyanophosphonate are added. The reaction is stored overnight in the refrigerator and then s... Reactants: Cl (hydrogen chloride), O (water), C[Si](OC(C(F)(F)F)(C1=CC=C(C=C1)[N+](=O)[O-])OC)(C)C (trimethyl-[2,2,2-trifluoro-1-methoxy-1-(4-nitro-phenyl)-ethoxy]-silane), [Cl-].[Na+] (sodium chloride). Run in O1CCOCC1 (dioxane). Product: FC(C(=O)C1=CC=C(C=C1)[N+](=O)[O-])(F)F (2,2,2-trifluoro-1-(4-nitro-phenyl)-ethanone). The yield is 120.7%. As a reaction SMILES: C[Si](C)(C)[O:3][C:4](OC)([C:9]1[CH:14]=[CH:13][C:12]([N+:15]([O-:17])=[O:16])=[CH:11][CH:10]=1)[C:5]([F:8])([F:7])[F:6].Cl.O.[Cl-].[Na+]>O1CCOCC1>[F:6][C:5]([F:7])([F:8])[C:4]([C:9]1[CH:10]=[CH:11][C:12]([N+:15]([O-:17])=[O:16])=[CH:13][CH:14]=1)=[O:3] |f:3.4|. Reported procedure: A mixture of trimethyl-[2,2,2-trifluoro-1-methoxy-1-(4-nitro-phenyl)-ethoxy]-silane (5.5 g), a solution of hydrogen chloride in dioxane (4 M, 15 ml), and water (5 ml) was stirred for 4 hours. The mixture was treated with saturated aqueous sodium chloride solution (100 ml) and extracted with ethyl acetate (100 ml). The organic extract was concentrated under reduced pressure to afford 2,2,2-trifluoro-1-(4-nitro-phenyl)-ethanone (4.5 g, 85% yield) The reactants are CC(=O)N1c2ccc(N)cc2C(C)(c2ccccc2)CC1(C)C, CC(C)CC(=O)Cl, CCN(C(C)C)C(C)C, C1CCOC1. The product is CC(=O)N1c2ccc(NC(=O)CC(C)C)cc2C(C)(c2ccccc2)CC1(C)C. As a reaction SMILES: [C:1]([CH3:2])(=[O:3])[N:4]1[C:5]([CH3:22])([CH3:23])[CH2:6][C:7]([CH3:15])([c:16]2[cH:17][cH:18][cH:19][cH:20][cH:21]2)[c:8]2[cH:9][c:10]([NH2:14])[cH:11][cH:12][c:13]21.[C:24]([CH2:25][CH:26]([CH3:27])[CH3:28])(=[O:29])[Cl:30].[CH:31]([N:32]([CH2:33][CH3:34])[CH:35]([CH3:36])[CH3:37])([CH3:38])[CH3:39].[O:40]1[CH2:41][CH2:42][CH2:43][CH2:44]1>>[C:1]([CH3:2])(=[O:3])[N:4]1[C:5]([CH3:22])([CH3:23])[CH2:6][C:7]([CH3:15])([c:16]2[cH:17][cH:18][cH:19][cH:20][cH:21]2)[c:8]2[cH:9][c:10]([NH:14][C:24]([CH2:25][CH:26]([CH3:27])[CH3:28])=[O:29])[cH:11][cH:12][c:13]21. The reactants are [BH4-], C=CC(C)C1OC(=O)NC1COCc1ccccc1, CO, [O-][I+3]([O-])([O-])[O-], [Na+], [Na+], O, O. Yields the product CC(CO)C1OC(=O)NC1COCc1ccccc1. Reaction SMILES: [BH4-:27].[CH2:1]([c:2]1[cH:3][cH:4][cH:5][cH:6][cH:7]1)[O:8][CH2:9][CH:10]1[NH:11][C:12](=[O:19])[O:13][CH:14]1[CH:15]([CH3:16])[CH:17]=[CH2:18].[CH3:29][OH:30].[I+3:21]([O-:22])([O-:23])([O-:24])[O-:25].[Na+:26].[Na+:28].[OH2:20].[OH2:31]>>[CH2:1]([c:2]1[cH:3][cH:4][cH:5][cH:6][cH:7]1)[O:8][CH2:9][CH:10]1[NH:11][C:12](=[O:19])[O:13][CH:14]1[CH:15]([CH3:16])[CH2:17][OH:22]. The reactants are CC(C)(C)[Si](C)(C)Cl, COC(=O)c1cccc(O)c1NS(=O)(=O)c1ccc(OC)cc1, CN(C)C=O, c1c[nH]cn1. Product: COC(=O)c1cccc(O[Si](C)(C)C(C)(C)C)c1NS(=O)(=O)c1ccc(OC)cc1. As a reaction SMILES: [C:29]([CH3:30])([CH3:31])([CH3:32])[Si:33]([CH3:34])([CH3:35])[Cl:36].[CH3:1][O:2][C:3]([c:4]1[c:5]([NH:11][S:12](=[O:13])(=[O:14])[c:15]2[cH:16][cH:17][c:18]([O:21][CH3:22])[cH:19][cH:20]2)[c:6]([OH:10])[cH:7][cH:8][cH:9]1)=[O:23].[O:37]=[CH:38][N:39]([CH3:40])[CH3:41].[nH:24]1[cH:25][cH:26][n:27][cH:28]1>>[CH3:1][O:2][C:3]([c:4]1[c:5]([NH:11][S:12](=[O:13])(=[O:14])[c:15]2[cH:16][cH:17][c:18]([O:21][CH3:22])[cH:19][cH:20]2)[c:6]([O:10][Si:33]([C:29]([CH3:30])([CH3:31])[CH3:32])([CH3:34])[CH3:35])[cH:7][cH:8][cH:9]1)=[O:23]. Reactants: Cl (hydrochloric acid), ClNCl (dichloroamine), CC(COC(C1=CC=C(C=C1)O)=O)CC (p-hydroxybenzoic acid 2-methyl-butyl ester). Run in C(C)(=O)O (acetic acid), C(C)(=O)O (acetic acid). Run at time 8 hour. The product is CC(COC(C1=CC(=C(C=C1)O)Cl)=O)CC (3-chloro-4-hydroxy-benzoic acid 2-methyl-butyl ester). Reaction SMILES: ClNCl.[ClH:4].[CH3:5][CH:6]([CH2:18][CH3:19])[CH2:7][O:8][C:9](=[O:17])[C:10]1[CH:15]=[CH:14][C:13]([OH:16])=[CH:12][CH:11]=1>C(O)(=O)C>[CH3:5][CH:6]([CH2:18][CH3:19])[CH2:7][O:8][C:9](=[O:17])[C:10]1[CH:11]=[CH:12][C:13]([OH:16])=[C:14]([Cl:4])[CH:15]=1. Procedure details: On the other hand, dichloroamine T (28.0 g, 0.12 mol) was dissolved in acetic acid (450 ml), and hydrochloric acid (1.5 ml) was added. The resulting solution was dropwise added to a solution of the above p-hydroxybenzoic acid 2-methyl-butyl ester (50 g, 0.24 mol) dissolved in acetic acid (450 ml), followed by refluxing the mixture, allowing to stand overnight, distilling off acetic acid and filtering off deposited crystals to obtain 3-chloro-4-hydroxy-benzoic acid 2-methyl-butyl ester (42 g) (b.... The reactants are I.CN(C(S)=N)C (N,N-dimethylisothiourea hydroiodide), NCC(=O)O (glycine). The solvent is [OH-].[NH4+] (ammonium hydroxide). Run at time 8 hour. Product: CN=C(NCC(=O)O)N (2-Methylguanidino Acetic Acid). Reaction SMILES: I.[CH3:2][N:3](C)[C:4](=[NH:6])S.[NH2:8][CH2:9][C:10]([OH:12])=[O:11]>[OH-].[NH4+]>[CH3:2][N:3]=[C:4]([NH2:6])[NH:8][CH2:9][C:10]([OH:12])=[O:11] |f:0.1,3.4|. Reported procedure: N,N-dimethylisothiourea hydroiodide (9.5 g., 0.041 mole) was added portionwise to a stirred solution of glycine (4.45 g., 0.0595 mole) in concentrated ammonium hydroxide (40 ml.) at room temperature. The reaction was stirred overnight and the product recovered by filtration as white crystals: 3.0 g., m.p. 230° C. (dec.). The reactants are FC1=C(C(=C(C(=C1C#N)F)C#N)F)F (tetrafluoroisophthalonitrile), C(C)(CC)O (sec-butanol). The solvent is C(C)#N (acetonitrile), C(C)#N (acetonitrile). Reaction conditions: time 24 hour. The product is FC1=C(C#N)C(=C(C(=C1C#N)F)F)OC(C)CC (2,4,5-Trifluoro-6-sec-butoxyisophthalonitrile). Isolated yield 89.0%. Reaction SMILES: F[C:2]1[C:7]([C:8]#[N:9])=[C:6]([F:10])[C:5]([C:11]#[N:12])=[C:4]([F:13])[C:3]=1[F:14].[CH:15]([OH:19])([CH2:17][CH3:18])[CH3:16]>C(#N)C>[F:10][C:6]1[C:5]([C:11]#[N:12])=[C:4]([F:13])[C:3]([F:14])=[C:2]([O:19][CH:15]([CH2:17][CH3:18])[CH3:16])[C:7]=1[C:8]#[N:9]. Procedure: A 3.0 g amount of tetrafluoroisophthalonitrile and 1.26 g of 20 ml acetonitrile were dissolved in 20 ml of acetonitrile. A 1.66 g amount of sec-butanol was dropwise added to the mixture and the mixture was then stirred at room temperature for 24 hours. After the mixture was filtered, the filtrate was concentrated in vacuo and the concentrated liquid was poured into 50 ml of water. The mixture was extracted with carbon tetrachloride. After washing with water, the resultant mixture was dried with ... As a reaction SMILES: [C:55](=[O:56])([O-:57])[O-:58].[CH3:1][O:2][C:3]([NH:4][CH:5]([C:6]([CH3:7])([CH3:8])[CH3:9])[C:10](=[O:11])[NH:12][N:13]([CH2:14][C:15]([CH2:16][c:17]1[cH:18][cH:19][cH:20][cH:21][cH:22]1)([C:23]([NH:24][CH:25]1[CH:26]([OH:34])[CH2:27][c:28]2[cH:29][cH:30][cH:31][cH:32][c:33]21)=[O:35])[OH:36])[CH2:37][c:38]1[cH:39][cH:40][c:41]([Br:44])[cH:42][cH:43]1)=[O:45].[CH3:61][CH2:62][OH:63].[CH3:64][O:65][CH2:66][CH2:67][O:68][CH3:69].[Na+:59].[Na+:60].[n:46]1[cH:47][cH:48][c:49]([B:52]([OH:53])[OH:54])[cH:50][cH:51]1>>[CH3:1][O:2][C:3]([NH:4][CH:5]([C:6]([CH3:7])([CH3:8])[CH3:9])[C:10](=[O:11])[NH:12][N:13]([CH2:14][C:15]([CH2:16][c:17]1[cH:18][cH:19][cH:20][cH:21][cH:22]1)([C:23]([NH:24][CH:25]1[CH:26]([OH:34])[CH2:27][c:28]2[cH:29][cH:30][cH:31][cH:32][c:33]21)=[O:35])[OH:36])[CH2:37][c:38]1[cH:39][cH:40][c:41](-[c:49]2[cH:48][cH:47][n:46][cH:51][cH:50]2)[cH:42][cH:43]1)=[O:45]. Product: COC(=O)NC(C(=O)NN(Cc1ccc(-c2ccncc2)cc1)CC(O)(Cc1ccccc1)C(=O)NC1c2ccccc2CC1O)C(C)(C)C. The reactants are O=C([O-])[O-], COC(=O)NC(C(=O)NN(Cc1ccc(Br)cc1)CC(O)(Cc1ccccc1)C(=O)NC1c2ccccc2CC1O)C(C)(C)C, CCO, COCCOC, [Na+], [Na+], OB(O)c1ccncc1.